This data is from the Open Reaction Database (ORD), a public repository of structured organic reaction records. The task is: describe an organic reaction: reactants, conditions, products, and yield The reactants are Cl, O=C(c1ccc(F)cc1)c1cc(F)cc(C(F)(F)F)c1, NO, c1ccncc1. The product is ON=C(c1ccc(F)cc1)c1cc(F)cc(C(F)(F)F)c1. Reaction SMILES: [ClH:21].[F:1][c:2]1[cH:3][c:4]([C:12](=[O:13])[c:14]2[cH:15][cH:16][c:17]([F:20])[cH:18][cH:19]2)[cH:5][c:6]([C:8]([F:9])([F:10])[F:11])[cH:7]1.[NH2:22][OH:23].[cH:24]1[cH:25][cH:26][n:27][cH:28][cH:29]1>>[F:1][c:2]1[cH:3][c:4]([C:12]([c:14]2[cH:15][cH:16][c:17]([F:20])[cH:18][cH:19]2)=[N:22][OH:23])[cH:5][c:6]([C:8]([F:9])([F:10])[F:11])[cH:7]1.